From a dataset of the Open Reaction Database (ORD), a public repository of structured organic reaction records. describe an organic reaction: reactants, conditions, products, and yield The product is CC(C(=O)O)C(C(C(C)O)C(=O)OCC)NCC1=CC=CC=C1 ((2RS,3RS,4SR,5SR)-2-methyl-3-benzylamino-4-ethoxycarbonyl-5-hydroxyhexanoic acid). Starting materials: mixture, Example 14, resultant mixture, ( 10a ), OC(C)C(C(=O)OCC)C(C(C(=O)OCC)C)NCC1=CC=CC=C1 (diethyl 2-(1-hydroxyethyl)-3-benzylamino-4-methylpentanedioate), [OH-].[Ba+2].[OH-] (barium hydroxide), O (water). Reported procedure: A mixture (140 mg) of the isomers (10a) and (10b) of diethyl 2-(1-hydroxyethyl)-3-benzylamino-4-methylpentanedioate (10a:10b=5:2) as obtained in Example 14 (2.15 g) was dissolved in tetrahydrofuran (4 ml), barium hydroxide (250 mg) and water (2 ml) were added thereto, and the resultant mixture was stirred vigorously at room temperature of 45 minutes. Insoluble materials were collected by filtration and washed with ethanol. The washing and the filtrate were combined together and concentrated unde... Solvent: O1CCCC1 (tetrahydrofuran). RXN SMILES: [OH:1][CH:2]([CH:4]([CH:10]([NH:18][CH2:19][C:20]1[CH:25]=[CH:24][CH:23]=[CH:22][CH:21]=1)[CH:11]([CH3:17])[C:12]([O:14]CC)=[O:13])[C:5]([O:7][CH2:8][CH3:9])=[O:6])[CH3:3].[OH-].[Ba+2].[OH-].O>O1CCCC1>[CH3:17][CH:11]([CH:10]([NH:18][CH2:19][C:20]1[CH:21]=[CH:22][CH:23]=[CH:24][CH:25]=1)[CH:4]([C:5]([O:7][CH2:8][CH3:9])=[O:6])[CH:2]([OH:1])[CH3:3])[C:12]([OH:14])=[O:13] |f:1.2.3|. The reactants are Brc1ccc(Br)nc1, CC(C)(C)OC(=O)N1CC2CNCC2C1, CC(C)(C)[O-], Cc1ccccc1, [Na+]. Product: CC(C)(C)OC(=O)N1CC2CN(c3ccc(Br)cn3)CC2C1. As a reaction SMILES: [Br:16][c:17]1[n:18][cH:19][c:20]([Br:23])[cH:21][cH:22]1.[C:1]([CH3:2])([CH3:3])([CH3:4])[O:5][C:6](=[O:7])[N:8]1[CH2:9][CH:10]2[CH2:11][NH:12][CH2:13][CH:14]2[CH2:15]1.[CH3:24][C:25]([CH3:26])([O-:27])[CH3:28].[CH3:30][c:31]1[cH:32][cH:33][cH:34][cH:35][cH:36]1.[Na+:29]>>[C:1]([CH3:2])([CH3:3])([CH3:4])[O:5][C:6](=[O:7])[N:8]1[CH2:9][CH:10]2[CH2:11][N:12]([c:17]3[n:18][cH:19][c:20]([Br:23])[cH:21][cH:22]3)[CH2:13][CH:14]2[CH2:15]1. Reactants: N=C(c1ccccc1)c1ccccc1, CC(C)(C)[O-], [Na+], Brc1ccc(-c2cnc(COCc3cc4ccccc4o3)o2)cc1. Product: c1ccc(C(=Nc2ccc(-c3cnc(COCc4cc5ccccc5o4)o3)cc2)c2ccccc2)cc1. RXN SMILES: [C:25]([c:26]1[cH:27][cH:28][cH:29][cH:30][cH:31]1)([c:32]1[cH:33][cH:34][cH:35][cH:36][cH:37]1)=[NH:38].[CH3:39][C:40]([CH3:41])([O-:42])[CH3:43].[Na+:44].[o:1]1[c:2]([CH2:10][O:11][CH2:12][c:13]2[o:14][c:15](-[c:18]3[cH:19][cH:20][c:21]([Br:24])[cH:22][cH:23]3)[cH:16][n:17]2)[cH:3][c:4]2[c:5]1[cH:6][cH:7][cH:8][cH:9]2>>[o:1]1[c:2]([CH2:10][O:11][CH2:12][c:13]2[o:14][c:15](-[c:18]3[cH:19][cH:20][c:21]([N:38]=[C:25]([c:26]4[cH:27][cH:28][cH:29][cH:30][cH:31]4)[c:32]4[cH:33][cH:34][cH:35][cH:36][cH:37]4)[cH:22][cH:23]3)[cH:16][n:17]2)[cH:3][c:4]2[c:5]1[cH:6][cH:7][cH:8][cH:9]2. The reactants are OC(/C=C/C=C/C(C)(C)C=1C=C(OCC=2C=C(C(C(=O)OC)=CC2)C(=O)OC)C=CC1)(C)C (dimethyl 4-[3-((2E,4E)-6-hydroxy-1,1,6-trimethylhepta-2,4-dienyl)phenoxymethyl]phthalate), [BH4-].[Li+] (lithium borohydride). Yields the product OCC=1C=C(COC=2C=C(C=CC2)C(/C=C/C=C/C(C)(O)C)(C)C)C=CC1CO ((3E,5E)-7-[3-(3,4-bis-Hydroxymethylbenzyloxy)phenyl]-2,7-dimethylocta-3, 5-dien-2-ol). Reaction SMILES: [OH:1][C:2]([CH3:33])([CH3:32])/[CH:3]=[CH:4]/[CH:5]=[CH:6]/[C:7]([C:10]1[CH:11]=[C:12]([CH:29]=[CH:30][CH:31]=1)[O:13][CH2:14][C:15]1[CH:16]=[C:17]([C:25](OC)=[O:26])[C:18](=[CH:23][CH:24]=1)[C:19](OC)=[O:20])([CH3:9])[CH3:8].[BH4-].[Li+]>>[OH:26][CH2:25][C:17]1[CH:16]=[C:15]([CH:24]=[CH:23][C:18]=1[CH2:19][OH:20])[CH2:14][O:13][C:12]1[CH:11]=[C:10]([C:7]([CH3:8])([CH3:9])/[CH:6]=[CH:5]/[CH:4]=[CH:3]/[C:2]([CH3:33])([OH:1])[CH3:32])[CH:31]=[CH:30][CH:29]=1 |f:1.2|. Procedure: In a manner similar to Example 53(e), by reacting 360 mg (0.8 mmol) of dimethyl 4-[3-((2E,4E)-6-hydroxy-1,1,6-trimethylhepta-2,4-dienyl)phenoxymethyl]phthalate (prepared from the previous product in a manner similar to Example 64(d)) with 70 mg (3.2 mmol) of lithium borohydride, a colourless oil is obtained (m=220 mg; Y=70%). Starting materials: [OH-].[Na+] (NaOH), CN1CC2=C(C=CC=C2C(=C1)C1=CC=CC=C1)NC(C=NO)=O (N-methyl-4-phenyl-8-(hydroxyiminoacetylamino)isoquinoline), OS(=O)(=O)O (H2SO4), ice. Conditions: temperature 45 celsius. Yields the product CN1CC=2C(=CC=C3C(C(NC23)=O)=O)C(C1)C1=CC=CC=C1 (8-Methyl-6-phenyl-6,7,8,9-tetrahydro-1H-pyrido[4,3-g]-indole-2,3-dione). Reaction SMILES: [CH3:1][N:2]1[CH:11]=[C:10]([C:12]2[CH:17]=[CH:16][CH:15]=[CH:14][CH:13]=2)[C:9]2[C:4](=[C:5]([NH:18][C:19](=[O:23])[CH:20]=NO)[CH:6]=[CH:7][CH:8]=2)[CH2:3]1.[OH:24]S(O)(=O)=O.[OH-].[Na+]>>[CH3:1][N:2]1[CH2:11][CH:10]([C:12]2[CH:13]=[CH:14][CH:15]=[CH:16][CH:17]=2)[C:9]2=[CH:8][CH:7]=[C:6]3[C:5]([NH:18][C:19](=[O:23])[C:20]3=[O:24])=[C:4]2[CH2:3]1 |f:2.3|. Procedure: 17.5 g (0.0566 mol) of N-methyl-4-phenyl-8-(hydroxyiminoacetylamino)isoquinoline were added in small portions to 43.75 ml of concentrated H2SO4 at 45° C. and the mixture was warmed at 45° C. for 75 minutes. It was cooled to room temperature and poured onto 450 g of ice. A pH of 6.8 was then established with 2N NaOH. The precipitate which had separated out was filtered off with suction and washed with water. After drying, 15.3 g (92.5% of theory) of orange-colored crude product are obtained. (Mel... The reactants are C(C)(C)(C)OC(N(C)C)OC(C)(C)C (N,N-Dimethylformamide di-tert-butyl acetal), O[C@@H]1CC[C@H](CC1)C(=O)O (trans-4-hydroxy-cyclohexanecarboxylic acid). The solvent is C1(=CC=CC=C1)C (toluene), CCOCC (ether). Run at temperature 80 celsius, time 25 hour. Yields the product C(C)(C)(C)OC(=O)[C@@H]1CC[C@H](CC1)O (trans-4-hydroxy-cyclohexanecarboxylic acid tert-butyl ester). Reaction SMILES: C([O:5][CH:6]([O:10][C:11]([CH3:14])([CH3:13])[CH3:12])N(C)C)(C)(C)C.[OH:15][C@H:16]1[CH2:21][CH2:20][C@H:19](C(O)=O)[CH2:18][CH2:17]1>C1(C)C=CC=CC=1.CCOCC>[C:11]([O:10][C:6]([C@H:19]1[CH2:20][CH2:21][C@H:16]([OH:15])[CH2:17][CH2:18]1)=[O:5])([CH3:12])([CH3:13])[CH3:14]. Reported procedure: N,N-Dimethylformamide di-tert-butyl acetal (7.4 ml, 31 mmol) was added to a solution of trans-4-hydroxy-cyclohexanecarboxylic acid (1.484 g, 10.29 mmol) in toluene (8.5 ml), and the mixture was stirred at 80° C. for 25 hours. The reaction mixture was diluted with ether, and the organic layer was sequentially washed with water, an aqueous sodium bicarbonate solution and saturated brine, dried over MgSO4 and concentrated under reduced pressure. The resulting residue was purified by silica gel colu... Reactants: C(C)(=O)OCCNC([C@H](CC1=CC=C(C=C1)OC(F)(F)F)N)=O (2-({(2S)-2-amino-3-[4-(trifluoromethoxy)phenyl]propanoyl}amino)ethyl acetate), FC(CCOC1=CC=C(C(=O)O)C=C1)(F)F (4-(3,3,3-trifluoropropoxy)benzoic acid), Example 33 ( 33a ). Yields the product C(C)(=O)OCCNC([C@H](CC1=CC=C(C=C1)OC(F)(F)F)NC(C1=CC=C(C=C1)OCCC(F)(F)F)=O)=O (2-[((2S)-3-[4-(Trifluoromethoxy)phenyl]-2-{[4-(3,3,3-trifluoropropoxy)benzoyl]amino}propanoyl)amino]ethyl acetate). RXN SMILES: [C:1]([O:4][CH2:5][CH2:6][NH:7][C:8](=[O:23])[C@@H:9]([NH2:22])[CH2:10][C:11]1[CH:16]=[CH:15][C:14]([O:17][C:18]([F:21])([F:20])[F:19])=[CH:13][CH:12]=1)(=[O:3])[CH3:2].[F:24][C:25]([F:39])([F:38])[CH2:26][CH2:27][O:28][C:29]1[CH:37]=[CH:36][C:32]([C:33](O)=[O:34])=[CH:31][CH:30]=1>>[C:1]([O:4][CH2:5][CH2:6][NH:7][C:8](=[O:23])[C@@H:9]([NH:22][C:33](=[O:34])[C:32]1[CH:36]=[CH:37][C:29]([O:28][CH2:27][CH2:26][C:25]([F:39])([F:38])[F:24])=[CH:30][CH:31]=1)[CH2:10][C:11]1[CH:16]=[CH:15][C:14]([O:17][C:18]([F:21])([F:19])[F:20])=[CH:13][CH:12]=1)(=[O:3])[CH3:2]. Procedure: A reaction similar to that described in Example 50 was conducted using 2-({(2S)-2-amino-3-[4-(trifluoromethoxy)phenyl]propanoyl}amino)ethyl acetate and 4-(3,3,3-trifluoropropoxy)benzoic acid obtained in the preparation process of Example 33 (33a) to give the title compound. Procedure: A solution of the compound of Example 47, 1-[2-(2-aminoethoxy)ethyl]-2-(ethoxymethyl)-1H-imidazo[4,5-c]quinolin-4-amine (980 mg, 2.98 mmol) in 20 mL of CH2Cl2 was chilled in an ice water bath. With vigorous stirring, the solution was treated with cyclohexyl isocyanate (0.400 mL, 3.13 mmol). After 30 min, the reaction was concentrated to yield a yellow foam. Purification by column chromatography (SiO2, 95:5:0.5 CHCl3:MeOH:NH4OH) followed by recrystallization from acetonitrile gave 400 mg of N-(2-... The solvent is C(Cl)Cl (CH2Cl2). Yield: 29.5%. As a reaction SMILES: [NH2:1][CH2:2][CH2:3][O:4][CH2:5][CH2:6][N:7]1[C:19]2[C:18]3[CH:17]=[CH:16][CH:15]=[CH:14][C:13]=3[N:12]=[C:11]([NH2:20])[C:10]=2[N:9]=[C:8]1[CH2:21][O:22][CH2:23][CH3:24].[CH:25]1([N:31]=[C:32]=[O:33])[CH2:30][CH2:29][CH2:28][CH2:27][CH2:26]1>C(Cl)Cl>[NH2:20][C:11]1[C:10]2[N:9]=[C:8]([CH2:21][O:22][CH2:23][CH3:24])[N:7]([CH2:6][CH2:5][O:4][CH2:3][CH2:2][NH:1][C:32]([NH:31][CH:25]3[CH2:30][CH2:29][CH2:28][CH2:27][CH2:26]3)=[O:33])[C:19]=2[C:18]2[CH:17]=[CH:16][CH:15]=[CH:14][C:13]=2[N:12]=1. Reactants: compound, NCCOCCN1C(=NC=2C(=NC=3C=CC=CC3C21)N)COCC (1-[2-(2-aminoethoxy)ethyl]-2-(ethoxymethyl)-1H-imidazo[4,5-c]quinolin-4-amine), C1(CCCCC1)N=C=O (cyclohexyl isocyanate). Conditions: time 30 minute. Product: NC1=NC=2C=CC=CC2C2=C1N=C(N2CCOCCNC(=O)NC2CCCCC2)COCC (N-(2-{2-[4-amino-2-(ethoxymethyl)-1H-imidazo[4,5-c]quinolin-1-yl]ethoxy}ethyl)-N′-cyclohexylurea).